This data is from the Open Reaction Database (ORD), a public repository of structured organic reaction records. The task is: describe an organic reaction: reactants, conditions, products, and yield Reactants: CC(=O)c1ccc(C(N)=O)cc1, COc1cc(OCCCN2CCOCC2)c(C=O)cc1-c1cccs1. The product is COc1cc(OCCCN2CCOCC2)c(C=CC(=O)c2ccc(C(N)=O)cc2)cc1-c1cccs1. As a reaction SMILES: [C:1]([CH3:2])(=[O:3])[c:4]1[cH:5][cH:6][c:7]([C:8](=[O:9])[NH2:10])[cH:11][cH:12]1.[CH3:13][O:14][c:15]1[cH:16][c:17]([O:28][CH2:29][CH2:30][CH2:31][N:32]2[CH2:33][CH2:34][O:35][CH2:36][CH2:37]2)[c:18]([CH:19]=[O:20])[cH:21][c:22]1-[c:23]1[s:24][cH:25][cH:26][cH:27]1>>[C:1]([CH:2]=[CH:19][c:18]1[c:17]([O:28][CH2:29][CH2:30][CH2:31][N:32]2[CH2:33][CH2:34][O:35][CH2:36][CH2:37]2)[cH:16][c:15]([O:14][CH3:13])[c:22](-[c:23]2[s:24][cH:25][cH:26][cH:27]2)[cH:21]1)(=[O:3])[c:4]1[cH:5][cH:6][c:7]([C:8](=[O:9])[NH2:10])[cH:11][cH:12]1. The reactants are COC(=O)C1CCN(C2=CC=CC=C12)C(=O)C=1C(=NC=C(C1)F)OC1=C(C=CC(=C1)Cl)Cl (1-[2-(2,5-Dichloro-phenoxy)-5-fluoro-pyridine-3-carbonyl]-1,2,3,4-tetrahydro-quinoline-4-carboxylic acid methyl ester), O1C=C(C=C1)C=O (furan-3-carbaldehyde), C(CCC)[Sn](CCCC)(Cl)Cl (dibutyltin dichloride), C1(=CC=CC=C1)[SiH3] (phenylsilane), CN(C)C=O (DMF). Conditions: temperature 150 celsius. Product: ClC1=C(OC2=NC=C(C=C2C(=O)N2CCN(C3=CC=CC=C23)CC2=COC=C2)F)C=C(C=C1)Cl ([2-(2,5-Dichloro-phenoxy)-5-fluoro-pyridin-3-yl]-(4-furan-3-ylmethyl-3,4-dihydro-2H-quinoxalin-1-yl)-methanone). Yield: 18.0%. Reaction SMILES: COC(C1[C:14]2[C:9](=[CH:10][CH:11]=[CH:12][CH:13]=2)[N:8]([C:15]([C:17]2[C:18]([O:24][C:25]3[CH:30]=[C:29]([Cl:31])[CH:28]=[CH:27][C:26]=3[Cl:32])=[N:19][CH:20]=[C:21]([F:23])[CH:22]=2)=[O:16])[CH2:7]C1)=O.[O:33]1[CH:37]=[CH:36][C:35]([CH:38]=O)=[CH:34]1.C([Sn](Cl)(Cl)CCCC)CCC.C1([SiH3])C=CC=CC=1.[CH3:58][N:59](C=O)C>>[Cl:32][C:26]1[CH:27]=[CH:28][C:29]([Cl:31])=[CH:30][C:25]=1[O:24][C:18]1[C:17]([C:15]([N:8]2[C:9]3[C:14](=[CH:13][CH:12]=[CH:11][CH:10]=3)[N:59]([CH2:38][C:35]3[CH:36]=[CH:37][O:33][CH:34]=3)[CH2:58][CH2:7]2)=[O:16])=[CH:22][C:21]([F:23])=[CH:20][N:19]=1. Reported procedure: To a solution of [2-(2,5-dichloro-phenoxy)-5-fluoro-pyridin-3-yl]-(3,4-dihydro-2H-quinoxalin-1-yl)-methanone (25.1 mg, 0.06 mmol, 1.0 equiv; Example 148) in anhydrous DMF (1 mL) was added furan-3-carbaldehyde (23.1 mg, 20 μL, 0.24 mmol, 4.0 equiv; [CAS RN 498-60-2]), dibutyltin dichloride (1.8 mg, 0.006 mmol, 0.1 equiv; [CAS RN 683-18-1]) and phenylsilane (13.0 mg, 15 μL, 0.12 mmol, 2.0 equiv; [CAS RN 694-53-1]). The reaction mixture was heated by microwave irradiation to 150° C. for 15 min. Rem...